describe an organic reaction: reactants, conditions, products, and yield From a dataset of the Open Reaction Database (ORD), a public repository of structured organic reaction records. The reactants are 56.2, ClCCCC(C1=CC=C(C=C1)F)C1=CC=C(C=C1)F (1,1'-(4-chlorobutylidene) bis[4-fluorobenzene]), COC1CNCC(C1OC)OC (3,4,5-trimethoxypiperidine), C([O-])([O-])=O.[Na+].[Na+] (sodium carbonate), [I-].[K+] (potassium iodide). Run in CC(CC(C)=O)C (4-methyl-2-pentanone). Product: FC1=CC=C(C=C1)C(CCCN1CC(C(CC1)(OC)OC)OC)C1=CC=C(C=C1)F (1-[4,4-bis(4-fluorophenyl)butyl]-3,4,4-trimethoxypiperidine), intermediate 66. Reaction SMILES: Cl[CH2:2][CH2:3][CH2:4][CH:5]([C:13]1[CH:18]=[CH:17][C:16]([F:19])=[CH:15][CH:14]=1)[C:6]1[CH:11]=[CH:10][C:9]([F:12])=[CH:8][CH:7]=1.CO[CH:22]1[CH:27]([O:28][CH3:29])[CH:26]([O:30][CH3:31])[CH2:25][NH:24][CH2:23]1.[C:32](=O)([O-])[O-:33].[Na+].[Na+].[I-].[K+]>CC(C)CC(=O)C>[F:12][C:9]1[CH:10]=[CH:11][C:6]([CH:5]([C:13]2[CH:18]=[CH:17][C:16]([F:19])=[CH:15][CH:14]=2)[CH2:4][CH2:3][CH2:2][N:24]2[CH2:23][CH2:22][C:27]([O:28][CH3:29])([O:33][CH3:32])[CH:26]([O:30][CH3:31])[CH2:25]2)=[CH:7][CH:8]=1 |f:2.3.4,5.6|. Procedure details: A mixture of 56.2 parts of 1,1'-(4-chlorobutylidene) bis[4-fluorobenzene], 31.5 parts of 3,4,5-trimethoxypiperidine, 42.5 parts of sodium carbonate, 1 part of potassium iodide and 960 parts of 4-methyl-2-pentanone was stirred and refluxed for 18 hours. The reaction mixture was cooled, filtered and the filtrate was evaporated, yielding 82.5 parts of 1-[4,4-bis(4-fluorophenyl)butyl]-3,4,4-trimethoxypiperidine as a residue (intermediate 66). Reactants: C(C)OC(=O)C1=NN(C(=C1)C1=CC(=C(C=C1)Cl)Cl)C1=CC=C(C=C1)OC (5-(3,4-dichloro-phenyl)-1-(4-methoxy-phenyl)-1H-pyrazole-3-carboxylic acid ethyl ester), solution, [H-].C(C(C)C)[Al+]CC(C)C (diisobutylaluminum hydride), C(=O)([O-])C(O)C(O)C(=O)[O-].[Na+].[K+] (potassium sodium tartrate), CCOC(=O)C (EtOAc). Run in C1CCOC1 (THF). Reaction conditions: time 20 minute. Product: ClC=1C=C(C=CC1Cl)C1=CC(=NN1C1=CC=C(C=C1)OC)CO ([5-(3,4-Dichlorophenyl)-1-(4-methoxyphenyl)-1H-pyrazol-3-yl]-methanol). Reaction SMILES: C([O:3][C:4]([C:6]1[CH:10]=[C:9]([C:11]2[CH:16]=[CH:15][C:14]([Cl:17])=[C:13]([Cl:18])[CH:12]=2)[N:8]([C:19]2[CH:24]=[CH:23][C:22]([O:25][CH3:26])=[CH:21][CH:20]=2)[N:7]=1)=O)C.[H-].C([Al+]CC(C)C)C(C)C.C(C(C(C([O-])=O)O)O)([O-])=O.[Na+].[K+].CCOC(C)=O>C1COCC1>[Cl:18][C:13]1[CH:12]=[C:11]([C:9]2[N:8]([C:19]3[CH:20]=[CH:21][C:22]([O:25][CH3:26])=[CH:23][CH:24]=3)[N:7]=[C:6]([CH2:4][OH:3])[CH:10]=2)[CH:16]=[CH:15][C:14]=1[Cl:17] |f:1.2,3.4.5|. Reported procedure: To a stirred solution of 5-(3,4-dichloro-phenyl)-1-(4-methoxy-phenyl)-1H-pyrazole-3-carboxylic acid ethyl ester (55.7 g, 0.140 mol) in THF (150 mL) at −78° C. under N2 was slowly added a 1.0 M solution of diisobutylaluminum hydride (DIBAL-H) (350 mL, 0.35 mol) over 45 min. The solution was allowed to stir for 20 min then warmed to rt over 90 min. The mixture was then cooled to 0° C., and a saturated solution of potassium sodium tartrate (300 mL) and EtOAc (400 mL) was added. The slurry mixture w...